Dataset: the Open Reaction Database (ORD), a public repository of structured organic reaction records. Task: describe an organic reaction: reactants, conditions, products, and yield Reactants: ClCCl, Cl, COc1cc(C=CC(=O)c2ccccc2)cc(C(F)(F)F)c1O. The product is O=C(C=Cc1cc(O)c(O)c(C(F)(F)F)c1)c1ccccc1. Reaction SMILES: [Cl:25][CH2:26][Cl:27].[ClH:24].[c:1]1([C:7]([CH:8]=[CH:9][c:10]2[cH:11][c:12]([O:21][CH3:22])[c:13]([OH:20])[c:14]([C:16]([F:17])([F:18])[F:19])[cH:15]2)=[O:23])[cH:2][cH:3][cH:4][cH:5][cH:6]1>>[c:1]1([C:7]([CH:8]=[CH:9][c:10]2[cH:11][c:12]([OH:21])[c:13]([OH:20])[c:14]([C:16]([F:17])([F:18])[F:19])[cH:15]2)=[O:23])[cH:2][cH:3][cH:4][cH:5][cH:6]1.